From a dataset of the Open Reaction Database (ORD), a public repository of structured organic reaction records. describe an organic reaction: reactants, conditions, products, and yield Starting materials: CC1(c2ccc3c(-c4ccc(OC(F)(F)F)cc4)c(OC4CCC(C(C)(C)C)CC4)ccc3c2)COC(=O)N1, OB(O)c1ccccc1. Yields the product CC1(c2ccc3c(-c4ccccc4)c(OC4CCC(C(C)(C)C)CC4)ccc3c2)COC(=O)N1. RXN SMILES: [C:1]([CH3:2])([CH3:3])([CH3:4])[CH:5]1[CH2:6][CH2:7][CH:8]([O:11][c:12]2[c:13](-[c:29]3[cH:30][cH:31][c:32]([O:35][C:36]([F:37])([F:38])[F:39])[cH:33][cH:34]3)[c:14]3[cH:15][cH:16][c:17]([C:22]4([CH3:28])[NH:23][C:24](=[O:27])[O:25][CH2:26]4)[cH:18][c:19]3[cH:20][cH:21]2)[CH2:9][CH2:10]1.[OH:40][B:41]([c:42]1[cH:43][cH:44][cH:45][cH:46][cH:47]1)[OH:48]>>[C:1]([CH3:2])([CH3:3])([CH3:4])[CH:5]1[CH2:6][CH2:7][CH:8]([O:11][c:12]2[c:13](-[c:29]3[cH:30][cH:31][cH:32][cH:33][cH:34]3)[c:14]3[cH:15][cH:16][c:17]([C:22]4([CH3:28])[NH:23][C:24](=[O:27])[O:25][CH2:26]4)[cH:18][c:19]3[cH:20][cH:21]2)[CH2:9][CH2:10]1.